From a dataset of the Open Reaction Database (ORD), a public repository of structured organic reaction records. describe an organic reaction: reactants, conditions, products, and yield The reactants are C1OC2([C@]3(C)[C@@H](C=C2)[C@@H]2[C@@H](CC=4C=C(C=CC4[C@H]2CC3)O)CCCCCO)OC1 (17,17-ethylenedioxy-7α-(5-hydroxypentyl)-estra-1,3,5(10),15-tetraen-3-ol), C1(=CC=C(C=C1)S(=O)(=O)O)C (para-toluenesulfonic acid). Run in CC(=O)C (acetone), O (water). Product: OC1=CC=2C[C@H]([C@H]3[C@@H]4C=CC([C@@]4(C)CC[C@@H]3C2C=C1)=O)CCCCCO (3-hydroxy-7α-(5-hydroxypentyl)-estra-1,3,5(10),15-tetraen-17-one). Isolated yield 98.7%. Reaction SMILES: C1CO[C:3]2([CH:8]=[CH:7][C@H:6]3[C@H:9]4[C@H:18]([CH2:19][CH2:20][C@:4]23[CH3:5])[C:17]2[CH:16]=[CH:15][C:14]([OH:21])=[CH:13][C:12]=2[CH2:11][C@H:10]4[CH2:22][CH2:23][CH2:24][CH2:25][CH2:26][OH:27])[O:2]1.C1(C)C=CC(S(O)(=O)=O)=CC=1>CC(C)=O.O>[OH:21][C:14]1[CH:15]=[CH:16][C:17]2[C@@H:18]3[C@H:9]([C@H:6]4[C@@:4]([CH2:20][CH2:19]3)([CH3:5])[C:3](=[O:2])[CH:8]=[CH:7]4)[C@H:10]([CH2:22][CH2:23][CH2:24][CH2:25][CH2:26][OH:27])[CH2:11][C:12]=2[CH:13]=1. Procedure details: A solution of 36.12 g of 17,17-ethylenedioxy-7α-(5-hydroxypentyl)-estra-1,3,5(10),15-tetraen-3-ol in 958 ml of acetone and 111 ml of water is stirred for 2 hours at room temperature with 2.76 g of para-toluenesulfonic acid. Then, it is concentrated by evaporation in a vacuum to 1/3 of the volume, taken up with ethyl acetate, washed neutral, dried on sodium sulfate and concentrated by evaporation in a vacuum. 31.7 g of 3-hydroxy-7α-(5-hydroxypentyl)-estra-1,3,5(10),15-tetraen-17-one is obtained a... Starting materials: CC=1N=C2N(C=C(C=C2NCC2=C(C=CC=C2C)C)C(=O)OC)C1C (Methyl 2,3-dimethyl-8-(2,6-dimethylbenzylamino)-imidazo[1,2-a]pyridine-6-carboxylate), C(O)CN (ethanolamine), [C-]#N.[Na+] (sodium cyanide). Run in C(OC)COC (dimethoxyethane). The product is CC=1N=C2N(C=C(C=C2NCC2=C(C=CC=C2C)C)C(=O)NCCO)C1C (2,3-dimethyl-8-(2,6-dimethylbenzylamino)-N-hydroxyethyl-imidazo[1,2-a]pyridine-6-carboxamide). Isolated yield 85.2%. Reaction SMILES: [CH3:1][C:2]1[N:3]=[C:4]2[C:9]([NH:10][CH2:11][C:12]3[C:17]([CH3:18])=[CH:16][CH:15]=[CH:14][C:13]=3[CH3:19])=[CH:8][C:7]([C:20](OC)=[O:21])=[CH:6][N:5]2[C:24]=1[CH3:25].[CH2:26]([CH2:28][NH2:29])[OH:27].[C-]#N.[Na+]>C(COC)OC>[CH3:1][C:2]1[N:3]=[C:4]2[C:9]([NH:10][CH2:11][C:12]3[C:17]([CH3:18])=[CH:16][CH:15]=[CH:14][C:13]=3[CH3:19])=[CH:8][C:7]([C:20]([NH:29][CH2:28][CH2:26][OH:27])=[O:21])=[CH:6][N:5]2[C:24]=1[CH3:25] |f:2.3|. Procedure details: Methyl 2,3-dimethyl-8-(2,6-dimethylbenzylamino)-imidazo[1,2-a]pyridine-6-carboxylate (0.12 g, 0.33 mmol), ethanolamine (0.2 g, 3.3 mmol) and sodium cyanide (10 mg, 0.2 mmol) were refluxed in dimethoxyethane (2 ml) for 20 h. The solvent was evaporated under reduced pressure. Purification of the residue by column chromatography on silica gel using methylene chloride:methanol (92:8) as eluent gave the product which was washed with diethyl ether to give 103 mg (79%) of the title compound. The reactants are NC=1C=C(C=CC1Cl)[C@@H](CC(=O)[O-])CNC(C(F)(F)F)=O ((3R)-3-(3-amino-4-chlorophenyl)-4-(2,2,2-trifluoroacetylamino)butanoate), C(C1=CC=CC=C1)(=O)Cl (benzoyl chloride), NC=1C=C(C=CC1Cl)[C@@H](CC(=O)[O-])CNC(C(F)(F)F)=O ((3R)-3-(3-amino-4-chlorophenyl)-4-(2,2,2-trifluoroacetylamino)butanoate), C(C)(C)N(CC)C(C)C (diisopropylethyl amine), C(C)(C)N(CC)C(C)C (diisopropylethylamine). The solvent is ClCCl (dichloromethane). Reaction conditions: time 3 hour. The product is NC[C@H](CC(=O)O)C1=CC(=C(C=C1)Cl)NC(=O)C1=CC=CC=C1 ((3R)-4-Amino-3-(4-chloro-3-(phenylcarbonylamino)phenyl]butanoic acid). RXN SMILES: [C:1](Cl)(=[O:8])[C:2]1[CH:7]=[CH:6][CH:5]=[CH:4][CH:3]=1.[NH2:10][C:11]1[CH:12]=[C:13]([C@H:18]([CH2:23][NH:24]C(=O)C(F)(F)F)[CH2:19][C:20]([O-:22])=[O:21])[CH:14]=[CH:15][C:16]=1[Cl:17].C(N(C(C)C)CC)(C)C>ClCCl>[NH2:24][CH2:23][C@@H:18]([C:13]1[CH:14]=[CH:15][C:16]([Cl:17])=[C:11]([NH:10][C:1]([C:2]2[CH:7]=[CH:6][CH:5]=[CH:4][CH:3]=2)=[O:8])[CH:12]=1)[CH2:19][C:20]([OH:22])=[O:21]. Procedure: At 0° C., 0.65 mmol of benzoyl chloride was slowly added to (3R)-3-(3-amino-4-chlorophenyl)-4-(2,2,2-trifluoroacetylamino)butanoate (200 mg, 0.59 mmol) (65b), the diisopropylethylamine (1.13 mL, 0.65 mmol) of (3R)-3-(3-amino-4-chlorophenyl)-4-(2,2,2-trifluoroacetylamino)butanoate, and 113 mL (0.65 mmol) of diisopropylethyl amine in 15 mL of dichloromethane. The reaction solution was stirred for 3 h at room temperature. The reaction mixture was then washed with 1N HCl and saturated sodium bicarbo... Starting materials: ClCCCl, COC(=O)C(N)CCSC, CN(C)c1ccncc1, ClCCl, Cl, O=C(O)c1ccc(NC(Cn2ccnc2)c2ccc(F)cc2)cc1-c1ccc(F)cc1, COC(=O)C(N)CCSC, On1nnc2ccccc21. Product: COC(=O)C(CCSC)NC(=O)c1ccc(NC(Cn2ccnc2)c2ccc(F)cc2)cc1-c1ccc(F)cc1. Reaction SMILES: [CH2:63]([Cl:64])[CH2:65][Cl:66].[CH3:43][O:44][C:45](=[O:46])[CH:47]([CH2:48][CH2:49][S:50][CH3:51])[NH2:52].[CH3:67][N:68]([c:69]1[cH:70][cH:71][n:72][cH:73][cH:74]1)[CH3:75].[Cl:76][CH2:77][Cl:78].[ClH:42].[F:1][c:2]1[cH:3][cH:4][c:5]([CH:8]([CH2:9][n:10]2[cH:11][n:12][cH:13][cH:14]2)[NH:15][c:16]2[cH:17][c:18](-[c:25]3[cH:26][cH:27][c:28]([F:31])[cH:29][cH:30]3)[c:19]([C:20](=[O:21])[OH:22])[cH:23][cH:24]2)[cH:6][cH:7]1.[NH2:32][CH:33]([C:34](=[O:35])[O:36][CH3:37])[CH2:38][CH2:39][S:40][CH3:41].[OH:53][n:54]1[c:55]2[c:56]([cH:57][cH:58][cH:59][cH:60]2)[n:61][n:62]1>>[F:1][c:2]1[cH:3][cH:4][c:5]([CH:8]([CH2:9][n:10]2[cH:11][n:12][cH:13][cH:14]2)[NH:15][c:16]2[cH:17][c:18](-[c:25]3[cH:26][cH:27][c:28]([F:31])[cH:29][cH:30]3)[c:19]([C:20](=[O:22])[NH:32][CH:33]([C:34](=[O:35])[O:36][CH3:37])[CH2:38][CH2:39][S:40][CH3:41])[cH:23][cH:24]2)[cH:6][cH:7]1.